describe an organic reaction: reactants, conditions, products, and yield From a dataset of the Open Reaction Database (ORD), a public repository of structured organic reaction records. Reactants: [Zn] (zinc), [Zn] (zinc), [N+](=O)(O)[O-] (nitric acid). Product: [N+](=O)([O-])[O-].[Zn+2].[N+](=O)([O-])[O-] (zinc nitrate). Reaction SMILES: [Zn:1].[N+:2]([O-:5])([OH:4])=[O:3]>>[N+:2]([O-:5])([O-:4])=[O:3].[Zn+2:1].[N+:2]([O-:5])([O-:4])=[O:3] |f:2.3.4|. Procedure details: A hydrometallurgical process for producing zinc oxide from an aqueous solution containing zinc ions is provided. The process comprises the steps of contacting a zinc solution with an insoluble organic solvent selective to the extraction of zinc and thereby produce a zinc-loaded organic solvent. The zinc is then stripped from the zinc-loaded organic solvent with a solution of nitric acid to form a solution of zinc nitrate. The zinc nitrate solution is subjected to thermal hydrolysis at an elevate... Reactants: C(C)(=O)Cl (acetyl chloride), BrC1=C2C=CN=C(C2=CC=C1)NN (5-bromo-1-hydrazinoisoquinoline), CC1=NN=C2N1C=CC1=C(C=CC=C21)Cl (3-methyl-7-chloro-s-triazolo-[3,4-a]-isoquinoline). Product: CC1=NN=C2N1C=CC1=C(C=CC=C21)Br (3-Methyl-7-bromo-s-triazolo-[3,4-a]-isoquinoline). RXN SMILES: [C:1](Cl)(=O)[CH3:2].[Br:5][C:6]1[CH:15]=[CH:14][CH:13]=[C:12]2[C:7]=1[CH:8]=[CH:9][N:10]=[C:11]2[NH:16][NH2:17].CC1N2C=CC3C(C2=NN=1)=CC=CC=3Cl>>[CH3:1][C:2]1[N:10]2[CH:9]=[CH:8][C:7]3[C:12]([C:11]2=[N:16][N:17]=1)=[CH:13][CH:14]=[CH:15][C:6]=3[Br:5]. Procedure details: 3-Methyl-7-bromo-s-triazolo-[3,4-a]-isoquinoline was prepared from acetyl chloride and 5-bromo-1-hydrazinoisoquinoline by a method generally similarto that described below for the preparation of 3-methyl-7-chloro-s-triazolo-[3,4-a]-isoquinoline. Yield, 78.5%; m.p. 203°-204°C.